Task: describe an organic reaction: reactants, conditions, products, and yield. Dataset: the Open Reaction Database (ORD), a public repository of structured organic reaction records Starting materials: OO (H2O2), C\C=C\C1=CC=CC=C1 (trans-β-methylstyrene). The solvent is CC(=O)C (acetone), CC(=O)C (acetone), CC(=O)C (acetone), CC(=O)C (acetone). Conditions: time 10 hour. The product is C[C@H]1[C@@H](O1)C2=CC=CC=C2 (trans-β-methylstyrene oxide). The yield is 83.0%. Reaction SMILES: [OH:1]O.[CH3:3]/[CH:4]=[CH:5]/[C:6]1[CH:11]=[CH:10][CH:9]=[CH:8][CH:7]=1>CC(C)=O>[CH3:3][C@@H:4]1[O:1][C@H:5]1[C:6]1[CH:11]=[CH:10][CH:9]=[CH:8][CH:7]=1. Procedure: Unlike CF3COCH3, which gives higher conversion at high pH, acetone catalyzed epoxidation reactions proceeded at much faster rate at a lower pH (about 8.3). Because the decomposition of H2O2 was not very fast at this pH, the reaction can be done at room temperature. Although controlled experiment showed that significant amount of epoxidation also occurred in the absence of acetone at this pH (Payne epoxidation), the addition of acetone allowed the epoxidation to proceed much faster and gave highe... The reactants are FC1=CC=C2C=CNC2=C1C(=O)O (6-fluoro-1H-indole-7-carboxylic acid), C(C)(C)(C)C1=CC=C(CNCCC2=CC=C(C=C2)F)C=C1 ((4-tert-butyl-benzyl)-[2-(4-fluoro-phenyl)-ethyl]-amine), C(Cl)Cl (DCM), CCN=C=NCCCN(C)C.Cl (EDC.HCl). Yields the product C(C)(C)(C)C1=CC=C(CN(C(=O)C=2C(=CC=C3C=CNC23)F)CCC2=CC=C(C=C2)F)C=C1 (6-Fluoro-1H-indole-7-carboxylic acid (4-tert-butyl-benzyl)-[2-(4-fluoro-phenyl)-ethyl]-amide). The yield is 38.1%. RXN SMILES: [F:1][C:2]1[C:10]([C:11]([OH:13])=O)=[C:9]2[C:5]([CH:6]=[CH:7][NH:8]2)=[CH:4][CH:3]=1.[C:14]([C:18]1[CH:34]=[CH:33][C:21]([CH2:22][NH:23][CH2:24][CH2:25][C:26]2[CH:31]=[CH:30][C:29]([F:32])=[CH:28][CH:27]=2)=[CH:20][CH:19]=1)([CH3:17])([CH3:16])[CH3:15].C(Cl)Cl.CCN=C=NCCCN(C)C.Cl>>[C:14]([C:18]1[CH:34]=[CH:33][C:21]([CH2:22][N:23]([CH2:24][CH2:25][C:26]2[CH:31]=[CH:30][C:29]([F:32])=[CH:28][CH:27]=2)[C:11]([C:10]2[C:2]([F:1])=[CH:3][CH:4]=[C:5]3[C:9]=2[NH:8][CH:7]=[CH:6]3)=[O:13])=[CH:20][CH:19]=1)([CH3:17])([CH3:15])[CH3:16] |f:3.4|. Procedure details: To a solution of 59 mg (0.33 mmol) of 6-fluoro-1H-indole-7-carboxylic acid and 86 mg (0.3 mmol) of (4-tert-butyl-benzyl)-[2-(4-fluoro-phenyl)-ethyl]-amine in 3 ml DCM 63 mg (0.33 mmol) of EDC.HCl were added and the reaction mixture was stirred over night at rt. The product was purified by column chromatography (20 g silica gel; heptane/EtOAc 4:1) to yield 51 mg (38%) product as a colorless viscous oil. MS (ISP) 447.4 (M+H)+. Starting materials: Cl (HCl), C(=O)([O-])[O-].[Na+].[Na+] (Na2CO3), ClC1=C(C=C2C=C(NC2=C1)C=1C(=C(C=C(C1)C1=NN=NN1)C1=CC(=CC=C1)[N+](=O)[O-])O)C(=N)N (6-Chloro-2-[2-hydroxy-3′-nitro-5-(1H-tetrazol-5-yl)-biphenyl-3-yl]-1H-indole-5-carboxamidine), [N+](=O)([O-])C=1C=C(C=CC1)B(O)O (3-nitrophenylboronic acid). Reagents/catalysts: C=1C=CC(=CC1)[P](C=2C=CC=CC2)(C=3C=CC=CC3)[Pd]([P](C=4C=CC=CC4)(C=5C=CC=CC5)C=6C=CC=CC6)([P](C=7C=CC=CC7)(C=8C=CC=CC8)C=9C=CC=CC9)[P](C=1C=CC=CC1)(C=1C=CC=CC1)C=1C=CC=CC1 (Pd(PPh3)4). The solvent is C1(=CC=CC=C1)C (toluene), C(C)O (ethanol). Yields the product OC1C(=CC(=CC1([N+](=O)[O-])C(C)=O)C1=NN=NN1)C1=CC=CC=C1 (1-[2-Hydroxy-3-nitro-5-(1H-tetrazol-5-yl)-biphenyl-3-yl]-ethanone), product. Yield: 100.0%. RXN SMILES: ClC1C=C2C([CH:6]=[C:7]([C:11]3[C:12]([OH:31])=[C:13]([C:22]4[CH:27]=[CH:26][CH:25]=[C:24]([N+]([O-])=O)[CH:23]=4)[CH:14]=[C:15]([C:17]4[NH:21][N:20]=[N:19][N:18]=4)[CH:16]=3)N2)=CC=1C(N)=N.[N+:35](C1C=C(B(O)O)C=CC=1)([O-:37])=[O:36].C([O-])([O-])=[O:48].[Na+].[Na+].Cl>C(O)C.C1C=CC([P]([Pd]([P](C2C=CC=CC=2)(C2C=CC=CC=2)C2C=CC=CC=2)([P](C2C=CC=CC=2)(C2C=CC=CC=2)C2C=CC=CC=2)[P](C2C=CC=CC=2)(C2C=CC=CC=2)C2C=CC=CC=2)(C2C=CC=CC=2)C2C=CC=CC=2)=CC=1.C1(C)C=CC=CC=1>[OH:31][CH:12]1[C:11]([C:7](=[O:48])[CH3:6])([N+:35]([O-:37])=[O:36])[CH:16]=[C:15]([C:17]2[NH:18][N:19]=[N:20][N:21]=2)[CH:14]=[C:13]1[C:22]1[CH:23]=[CH:24][CH:25]=[CH:26][CH:27]=1 |f:2.3.4,^1:60,62,81,100|. Reported procedure: A solution of 1-[3-bromo-2-hydroxy-5-(1H-tetrazol-5-yl)-phenyl]-ethanone (1, 1.07 g, 3.78 mmoles) and 3-nitrophenylboronic acid (0.69 g, 5.67 mmoles) in ethanol (8 mL) was mixes with toluene (25 mL), 2M Na2CO3 (2.8 mL) and the resulting mixture flushed with nitrogen. The nitrogen flushed reaction mixture then was combined with Pd(PPh3)4 (0.44 g, 0.38 mmoles) and the resulting solution was refluxed from about 8 to about 16 hours. The reaction mixture then was cooled to ambient temperature, acidif... Starting materials: CC(C)(C)[Si](C)(C)OCc1cccc(Br)n1, CN(C)c1ccccc1-c1ccccc1P(C(C)(C)C)C(C)(C)C, O=C([O-])[O-], Cc1ccccc1, ClCCl, [Cs+], [Cs+], CC(=O)[O-], CC(=O)[O-], O, CC(C)(C)OC(=O)N1CCCC1CO, [Pd+2]. Yields the product CC(C)(C)OC(=O)N1CCCC1COc1cccc(CO[Si](C)(C)C(C)(C)C)n1. RXN SMILES: [Br:1][c:2]1[n:3][c:4]([CH2:8][O:9][Si:10]([CH3:11])([CH3:12])[C:13]([CH3:14])([CH3:15])[CH3:16])[cH:5][cH:6][cH:7]1.[C:31]([P:32]([C:33]([CH3:34])([CH3:35])[CH3:36])[c:37]1[cH:38][cH:39][cH:40][cH:41][c:42]1-[c:43]1[c:44]([N:45]([CH3:46])[CH3:47])[cH:48][cH:49][cH:50][cH:51]1)([CH3:52])([CH3:53])[CH3:54].[C:55](=[O:56])([O-:57])[O-:58].[CH3:74][c:75]1[cH:76][cH:77][cH:78][cH:79][cH:80]1.[Cl:70][CH2:71][Cl:72].[Cs+:59].[Cs+:60].[O-:62][C:63]([CH3:64])=[O:65].[O-:66][C:67]([CH3:68])=[O:69].[OH2:73].[OH:17][CH2:18][CH:19]1[N:20]([C:24](=[O:25])[O:26][C:27]([CH3:28])([CH3:29])[CH3:30])[CH2:21][CH2:22][CH2:23]1.[Pd+2:61]>>[c:2]1([O:17][CH2:18][CH:19]2[N:20]([C:24](=[O:25])[O:26][C:27]([CH3:28])([CH3:29])[CH3:30])[CH2:21][CH2:22][CH2:23]2)[n:3][c:4]([CH2:8][O:9][Si:10]([CH3:11])([CH3:12])[C:13]([CH3:14])([CH3:15])[CH3:16])[cH:5][cH:6][cH:7]1. RXN SMILES: [Cl:1][C:2]1[CH:26]=[CH:25][C:24]([Cl:27])=[CH:23][C:3]=1[O:4][C:5]1[C:10]([C:11]([N:13]2[C:22]3[C:17](=[CH:18][CH:19]=[CH:20][CH:21]=3)[NH:16][CH2:15][CH2:14]2)=[O:12])=[CH:9][CH:8]=[CH:7][N:6]=1.C(N(C(C)C)C(C)C)C.[CH3:37][O:38][C:39]([CH2:41][CH2:42][C:43]1[CH:48]=[CH:47][C:46]([S:49](Cl)(=[O:51])=[O:50])=[CH:45][CH:44]=1)=[O:40]>ClCCl>[CH3:37][O:38][C:39](=[O:40])[CH2:41][CH2:42][C:43]1[CH:48]=[CH:47][C:46]([S:49]([N:16]2[C:17]3[C:22](=[CH:21][CH:20]=[CH:19][CH:18]=3)[N:13]([C:11]([C:10]3[C:5]([O:4][C:3]4[CH:23]=[C:24]([Cl:27])[CH:25]=[CH:26][C:2]=4[Cl:1])=[N:6][CH:7]=[CH:8][CH:9]=3)=[O:12])[CH2:14][CH2:15]2)(=[O:50])=[O:51])=[CH:45][CH:44]=1. Isolated yield 35.1%. The reactants are ClC1=C(OC2=NC=CC=C2C(=O)N2CCNC3=CC=CC=C23)C=C(C=C1)Cl ([2-(2,5-Dichloro-phenoxy)-pyridin-3-yl]-(3,4-dihydro-2H-quinoxalin-1-yl)-methanone), C(C)N(C(C)C)C(C)C (N-ethyldiisopropylamine), COC(=O)CCC1=CC=C(C=C1)S(=O)(=O)Cl (methyl 3-(4-chlorosulphonyl)phenylproprionate). Reported procedure: To a solution of [2-(2,5-dichloro-phenoxy)-pyridin-3-yl]-(3,4-dihydro-2H-quinoxalin-1-yl)-methanone (80 mg, 0.2 mmol, 1.0 equiv; Example 122) in anhydrous dichloromethane (2 mL) was added N-ethyldiisopropylamine (51.3 mg, 69 μL, 0.4 mmol, 2.0 equiv; [CAS RN 7087-68-5]) and methyl 3-(4-chlorosulphonyl)phenylproprionate (57.8 mg, 0.22 mmol, 1.1 equiv; [CAS RN 374537-95-8]) and the reaction mixture stirred at rt over night. Removal of the solvent under reduced pressure and purification by preparati... Yields the product COC(CCC1=CC=C(C=C1)S(=O)(=O)N1CCN(C2=CC=CC=C12)C(=O)C=1C(=NC=CC1)OC1=C(C=CC(=C1)Cl)Cl)=O (3-(4-{-4-[2-(2,5-Dichloro-phenoxy)-pyridine-3-carbonyl]-3,4-dihydro-2H-quinoxaline-1-sulfonyl}-phenyl)-propionic acid methyl ester). Solvent: ClCCl (dichloromethane). Starting materials: N(=O)[O-].[Na+] (sodium nitrite), C(#N)C=1C(=C(SC1C)C(=O)NN)S(=O)(=O)N (4-cyano-2-hydrazinocarbonyl-5-methyl-thiophene-3-sulfonamide). Solvent: O (water), Cl (hydrochloric acid). Run at temperature 0 celsius, time 30 minute. Yields the product C(#N)C=1C(=C(SC1C)C(=O)N=[N+]=[N-])S(N)(=O)=O (4-Cyano-5-methyl-3-sulfamoyl-thiophene-2-carbonyl azide). The yield is 81.0%. As a reaction SMILES: [N:1]([O-])=O.[Na+].[C:5]([C:7]1[C:8]([S:17]([NH2:20])(=[O:19])=[O:18])=[C:9]([C:13]([NH:15][NH2:16])=[O:14])[S:10][C:11]=1[CH3:12])#[N:6]>O.Cl>[C:5]([C:7]1[C:8]([S:17](=[O:18])(=[O:19])[NH2:20])=[C:9]([C:13]([N:15]=[N+:16]=[N-:1])=[O:14])[S:10][C:11]=1[CH3:12])#[N:6] |f:0.1|. Procedure details: A solution of sodium nitrite (0.47 g) in 5 ml of water was added dropwise to a stirred solution of 4-cyano-2-hydrazinocarbonyl-5-methyl-thiophene-3-sulfonamide (1.6 g) in 38 ml of 1 M hydrochloric acid at 0° C. The resulting mixture was stirred for 30 min at 0° C. and then filtered. The filter cake was washed with water and dried in vacuum to give 1.35 g of the title compound; 1H-NMR (DMSO-d6), δ(ppm): 7.75 (br, 1H, NH2), 2.75 (s, 1H, CH3).